This data is from the Open Reaction Database (ORD), a public repository of structured organic reaction records. The task is: describe an organic reaction: reactants, conditions, products, and yield Reactants: ClC1=C(C=CC(=C1)Cl)C(CC(NCCSC)=O)(CN1N=CN=C1)O (2-(2,4-Dichlorophenyl)-1-[N-(2-[methylthio]ethyl)carbamoyl]-3-(1H-1,2,4-triazol-1-yl)propan-2-ol), ClC1=CC(=CC=C1)C(=O)OO (m-chloroperbenzoic acid). The solvent is C(C)(C)O (isopropanol), C(Cl)Cl (methylene chloride). Yields the product ClC1=C(C=CC(=C1)Cl)C(CC(NCCS(=O)C)=O)(CN1N=CN=C1)O (2-(2,4-Dichlorophenyl)-1-[N-(2-[methylsulphinyl]ethyl)carbamoyl]-3-(1H-1,2,4-triazol-1-yl)propan-2-ol). RXN SMILES: [Cl:1][C:2]1[CH:7]=[C:6]([Cl:8])[CH:5]=[CH:4][C:3]=1[C:9]([OH:24])([CH2:18][N:19]1[CH:23]=[N:22][CH:21]=[N:20]1)[CH2:10][C:11](=[O:17])[NH:12][CH2:13][CH2:14][S:15][CH3:16].ClC1C=CC=C(C(OO)=[O:33])C=1>C(O)(C)C.C(Cl)Cl>[Cl:1][C:2]1[CH:7]=[C:6]([Cl:8])[CH:5]=[CH:4][C:3]=1[C:9]([OH:24])([CH2:18][N:19]1[CH:23]=[N:22][CH:21]=[N:20]1)[CH2:10][C:11](=[O:17])[NH:12][CH2:13][CH2:14][S:15]([CH3:16])=[O:33]. Procedure details: 2-(2,4-Dichlorophenyl)-1-[N-(2-[methylthio]ethyl)carbamoyl]-3-(1H-1,2,4-triazol-1-yl)propan-2-ol (0.8 g) and m-chloroperbenzoic acid (85%, 0.35 g, 1 equiv.) were stirred at room temperature in a mixture of isopropanol and methylene chloride (1:1, v/v, 40 ml) for two days. The solvents were then removed under reduced pressure, and the residue was chromatographed on silica (Merck, "Kieselgel 60 ", 25 g), eluting with a mixture of chloroform, methanol and ammonia (sp. gr. 0.880) (160:20:5, v/v). A ... Starting materials: CC(C)(C)OC(=O)C1CCCN1C(=O)C(C)(C)NC(=O)OCc1ccccc1, COc1ccc(C(=O)Cl)cc1, CO, CCN(C(C)C)C(C)C, ClCCl. Product: COc1ccc(C(=O)NC(C)(C)C(=O)N2CCCC2C(=O)OC(C)(C)C)cc1. As a reaction SMILES: [C:1]([CH3:2])([CH3:3])([CH3:4])[O:5][C:6](=[O:7])[CH:8]1[N:9]([C:13]([C:14]([CH3:15])([CH3:16])[NH:17][C:18]([O:20][CH2:19][c:21]2[cH:22][cH:23][cH:24][cH:25][cH:26]2)=[O:27])=[O:28])[CH2:10][CH2:11][CH2:12]1.[C:38]([c:39]1[cH:40][cH:41][c:42]([O:45][CH3:46])[cH:43][cH:44]1)([Cl:47])=[O:48].[CH3:49][OH:50].[CH:29]([N:30]([CH2:31][CH3:32])[CH:33]([CH3:34])[CH3:35])([CH3:36])[CH3:37].[Cl:51][CH2:52][Cl:53]>>[C:1]([CH3:2])([CH3:3])([CH3:4])[O:5][C:6](=[O:7])[CH:8]1[N:9]([C:13]([C:14]([CH3:15])([CH3:16])[NH:17][C:18](=[O:20])[c:39]2[cH:40][cH:41][c:42]([O:45][CH3:46])[cH:43][cH:44]2)=[O:28])[CH2:10][CH2:11][CH2:12]1. Starting materials: CCOC(C)=O, CCOC(=O)Cc1ccc(Oc2ccc(C(=O)NCCc3ccc(Cl)cc3)cc2)c(C2CC2)c1, Cl, [Na+], C1COCCO1, [OH-], O. The product is O=C(O)Cc1ccc(Oc2ccc(C(=O)NCCc3ccc(Cl)cc3)cc2)c(C2CC2)c1. Reaction SMILES: [CH3:44][CH2:45][O:46][C:47](=[O:48])[CH3:49].[Cl:1][c:2]1[cH:3][cH:4][c:5]([CH2:6][CH2:7][NH:8][C:9](=[O:10])[c:11]2[cH:12][cH:13][c:14]([O:15][c:16]3[c:17]([CH:28]4[CH2:29][CH2:30]4)[cH:18][c:19]([CH2:22][C:23](=[O:24])[O:25][CH2:26][CH3:27])[cH:20][cH:21]3)[cH:31][cH:32]2)[cH:33][cH:34]1.[ClH:50].[Na+:36].[O:38]1[CH2:39][CH2:40][O:41][CH2:42][CH2:43]1.[OH-:35].[OH2:37]>>[Cl:1][c:2]1[cH:3][cH:4][c:5]([CH2:6][CH2:7][NH:8][C:9](=[O:10])[c:11]2[cH:12][cH:13][c:14]([O:15][c:16]3[c:17]([CH:28]4[CH2:29][CH2:30]4)[cH:18][c:19]([CH2:22][C:23](=[O:24])[OH:25])[cH:20][cH:21]3)[cH:31][cH:32]2)[cH:33][cH:34]1. Reactants: [C-]#N.[K+] (potassium cyanide), CN(C)C=O (DMF), ClCC1=C(SC(=C1CCl)C)C (3,4-bis-chloromethyl-2,5-dimethyl-thiophene), CN(C)C=O (DMF). Run in C(Cl)(Cl)Cl (chloroform), [Na+].[Cl-] (NaCl). Reaction conditions: temperature 0 celsius, time 18 hour. Product: C(#N)CC=1C(=C(SC1C)C)CC#N ((4-cyanomethyl-2,5-dimethyl-thiophen-3-yl)-acetonitrile). Isolated yield 94.6%. RXN SMILES: [C-:1]#[N:2].[K+].Cl[CH2:5][C:6]1[C:10]([CH2:11]Cl)=[C:9]([CH3:13])[S:8][C:7]=1[CH3:14].C[N:16]([CH:18]=O)C>C(Cl)(Cl)Cl.[Na+].[Cl-]>[C:1]([CH2:5][C:6]1[C:10]([CH2:11][C:18]#[N:16])=[C:9]([CH3:13])[S:8][C:7]=1[CH3:14])#[N:2] |f:0.1,5.6|. Reported procedure: A suspension of potassium cyanide (13.2 g, 203 mmol) in DMF (66 mL) is cooled to 0° C. and carefully treated with a solution of 3,4-bis-chloromethyl-2,5-dimethyl-thiophene (10.0 g, 48.0 mmol) in DMF (34 mL). After warming to room temperature and stirring for 18 h, the solution is heated to 40° C. for 1 h, cooled to room temperature and diluted with chloroform and saturated aq NaCl. The chloroform layer is separated, and the aq layer extracted with chloroform. The combined organic layers are wash... Starting materials: BrCc1ccccc1, C1CCOC1, c1ccc(CNCC2CCNCC2)cc1. The product is c1ccc(CNCC2CCN(Cc3ccccc3)CC2)cc1. As a reaction SMILES: [Br:16][CH2:17][c:18]1[cH:19][cH:20][cH:21][cH:22][cH:23]1.[CH2:24]1[O:25][CH2:26][CH2:27][CH2:28]1.[NH:1]1[CH2:2][CH2:3][CH:4]([CH2:7][NH:8][CH2:9][c:10]2[cH:11][cH:12][cH:13][cH:14][cH:15]2)[CH2:5][CH2:6]1>>[N:1]1([CH2:17][c:18]2[cH:19][cH:20][cH:21][cH:22][cH:23]2)[CH2:2][CH2:3][CH:4]([CH2:7][NH:8][CH2:9][c:10]2[cH:11][cH:12][cH:13][cH:14][cH:15]2)[CH2:5][CH2:6]1. As a reaction SMILES: [ClH:1].[ClH:2].[ClH:3].[O:4]1[CH2:5][CH2:6][c:7]2[c:8]1[c:9]([N:13]1[CH2:14][CH2:15][N:16]([CH2:19][CH2:20][CH:21]3[CH2:22][CH2:23][CH:24]([NH2:27])[CH2:25][CH2:26]3)[CH2:17][CH2:18]1)[n:10][cH:11][cH:12]2.[OH:28][C:29]([CH2:30][C:31](=[O:32])[OH:33])([CH3:34])[CH3:35]>>[O:4]1[CH2:5][CH2:6][c:7]2[c:8]1[c:9]([N:13]1[CH2:14][CH2:15][N:16]([CH2:19][CH2:20][CH:21]3[CH2:22][CH2:23][CH:24]([NH:27][C:31]([CH2:30][C:29]([OH:28])([CH3:34])[CH3:35])=[O:32])[CH2:25][CH2:26]3)[CH2:17][CH2:18]1)[n:10][cH:11][cH:12]2. Starting materials: Cl, Cl, Cl, NC1CCC(CCN2CCN(c3nccc4c3OCC4)CC2)CC1, CC(C)(O)CC(=O)O. Yields the product CC(C)(O)CC(=O)NC1CCC(CCN2CCN(c3nccc4c3OCC4)CC2)CC1. Reactants: C(C)(=O)Cl (acetyl chloride), ice water, [Cl-].[Al+3].[Cl-].[Cl-] (aluminum chloride), C1CCC2CCCC3=CC=CC1=C23 (2,3,3a,4,5,6-hexahydro-1H-phenalene). The solvent is C(=S)=S (carbon disulfide), C(=S)=S (carbon disulfide). Reaction conditions: time 5 minute. The product is C1(=CC=C2CCCC3CCCC1=C23)C(C)=O (1-(5,6,6a,7,8,9-hexahydro-4H-1-phenalenyl)ethanone). The yield is 45.0%. As a reaction SMILES: [Cl-].[Al+3].[Cl-].[Cl-].[C:5](Cl)(=[O:7])[CH3:6].[CH2:9]1[C:20]2=[C:21]3[C:16](=[CH:17][CH:18]=[CH:19]2)[CH2:15][CH2:14][CH2:13][CH:12]3[CH2:11][CH2:10]1>C(=S)=S>[C:19]1([C:5](=[O:7])[CH3:6])[C:20]2=[C:21]3[CH:12]([CH2:11][CH2:10][CH2:9]2)[CH2:13][CH2:14][CH2:15][C:16]3=[CH:17][CH:18]=1 |f:0.1.2.3|. Reported procedure: A suspension of aluminum chloride (0.250 g) in carbon disulfide (3 ml) was added with acetyl chloride (0.16 ml). The mixture was stirred at room temperature for 5 minutes, and then slowly added with 2,3,3a,4,5,6-hexahydro-1H-phenalene (0.250 g) dissolved in carbon disulfide (2 ml) at 0° C. The reaction mixture was stirred at 0° C. for 1 hour and at room temperature for 1 hour, and then poured into ice water, and the mixture was extracted with ethyl acetate. The organic layer was washed successiv... The reactants are Cl[C@H](C[C@@H](OC1=CC=C(C=C1)C1=CC=C(C=C1)O)C)C ((S,S)-4-[4'-(3"-chloro-1"-methylbutoxy)phenyl]phenol), 0.24q, Cl[C@H](C[C@@H](OC1=CC=C(C(=O)O)C=C1)C)C ((S,S)-4-(3'-chloro-1'-methylbutoxy)benzoic acid), N1(CCCC1)C1=CC=NC=C1 (4-pyrrolidinopyridine). Solvent: C(Cl)Cl (methylene chloride). The product is Cl[C@H](C[C@@H](OC1=CC=C(C=C1)C1=CC=C(C=C1)OC(C1=CC=C(C=C1)O[C@H](C[C@H](C)Cl)C)=O)C)C ((S,S,S,S)-4-(3'-chloro-1'-methylbutoxy) benzoic acid-4-[4'-(3"-chloro-1"-methylbutoxy)phenyl]phenyl ester). RXN SMILES: [Cl:1][C@@H:2]([CH3:20])[CH2:3][C@H:4]([CH3:19])[O:5][C:6]1[CH:11]=[CH:10][C:9]([C:12]2[CH:17]=[CH:16][C:15]([OH:18])=[CH:14][CH:13]=2)=[CH:8][CH:7]=1.[Cl:21][C@@H:22]([CH3:36])[CH2:23][C@H:24]([CH3:35])[O:25][C:26]1[CH:34]=[CH:33][C:29]([C:30](O)=[O:31])=[CH:28][CH:27]=1.N1(C2C=CN=CC=2)CCCC1>C(Cl)Cl>[Cl:1][C@@H:2]([CH3:20])[CH2:3][C@H:4]([CH3:19])[O:5][C:6]1[CH:11]=[CH:10][C:9]([C:12]2[CH:17]=[CH:16][C:15]([O:18][C:30](=[O:31])[C:29]3[CH:28]=[CH:27][C:26]([O:25][C@@H:24]([CH3:35])[CH2:23][C@@H:22]([Cl:21])[CH3:36])=[CH:34][CH:33]=3)=[CH:14][CH:13]=2)=[CH:8][CH:7]=1. Procedure details: 0.30 g of (S,S)-4-[4'-(3"-chloro-1"-methylbutoxy)phenyl]phenol, 0.24q of (S,S)-4-(3'-chloro-1'-methylbutoxy)benzoic acid, 0.22 g of dicyclocarbodiimide, 0.04 g of 4-pyrrolidinopyridine and 6 ml of methylene chloride were stirred together at room temperature for five hours. The dicyclohexyl urea thus precipitated was filtered and the filtrate was desolvated. The crude product thus obtained was purified by silica gel column chromatography with the use of a mixture of n-hexane and ethyl acetate (4:...